Task: describe an organic reaction: reactants, conditions, products, and yield. Dataset: the Open Reaction Database (ORD), a public repository of structured organic reaction records Starting materials: SCc1ccccc1, CS(=O)(=O)Oc1cccc(-c2nc(=O)c3ccccc3s2)n1, CCOC(C)=O, [H-], [Na+], CN(C)C=O, O. Product: O=c1nc(-c2cccc(CSCc3ccccc3)n2)sc2ccccc12. Reaction SMILES: [CH2:1]([c:2]1[cH:3][cH:4][cH:5][cH:6][cH:7]1)[SH:8].[CH3:11][S:12]([O:13][c:16]1[n:17][c:18](-[c:22]2[s:23][c:24]3[c:25]([c:26](=[O:28])[n:27]2)[cH:29][cH:30][cH:31][cH:32]3)[cH:19][cH:20][cH:21]1)(=[O:14])=[O:15].[CH3:33][CH2:34][O:35][C:36](=[O:37])[CH3:38].[H-:9].[Na+:10].[O:39]=[CH:40][N:41]([CH3:42])[CH3:43].[OH2:44]>>[CH2:1]([c:2]1[cH:3][cH:4][cH:5][cH:6][cH:7]1)[S:8][CH2:33][c:16]1[n:17][c:18](-[c:22]2[s:23][c:24]3[c:25]([c:26](=[O:28])[n:27]2)[cH:29][cH:30][cH:31][cH:32]3)[cH:19][cH:20][cH:21]1. Reactants: C1(=CC=C(C=C1)S(=O)(=O)OCCN(C1=CC=C(C=C1)OC(F)(F)F)S(=O)(=O)C1=CC=C(C=C1)C)C (N-p-toluenesulphonyl-2-(4-trifluoromethoxyanilino)ethyl p-toluenesulphonate), FC(OC1=CC=C(N)C=C1)(F)F (4-trifluoromethoxyaniline), BrCCO (2-bromoethanol). Solvent: ClCCl (dichloromethane). Reaction conditions: temperature 20 celsius. Product: FC(OC1=CC=C(NCCO)C=C1)(F)F (2-(4-trifluoromethoxyanilino)ethanol). RXN SMILES: C1(C)C=CC(S([O:10][CH2:11][CH2:12][N:13](S(C2C=CC(C)=CC=2)(=O)=O)[C:14]2[CH:19]=[CH:18][C:17]([O:20][C:21]([F:24])([F:23])[F:22])=[CH:16][CH:15]=2)(=O)=O)=CC=1.FC(F)(F)OC1C=CC(N)=CC=1.BrCCO>ClCCl>[F:22][C:21]([F:23])([F:24])[O:20][C:17]1[CH:18]=[CH:19][C:14]([NH:13][CH2:12][CH2:11][OH:10])=[CH:15][CH:16]=1. Procedure: The 2-(4-trifluoromethoxyanilino)ethanol may be prepared in the following manner: 88.5 g of 4-trifluoromethoxyaniline and 31.2 g of 2-bromoethanol are heated at 160° C. for 1.5 hours. After cooling to a temperature in the region of 20° C., the reaction medium is taken up in 200 cm3 of dichloromethane and the insoluble matter is filtered and the filtrate concentrated to dryness under reduced pressure. After purification by chromatography on a silica column, using an ethyl acetate-cyclohexane mixt... The reactants are C1(=CC=CC2=CC=CC=C12)O (alpha-naphthol), CN(C(=O)OCC)C (dimethyl urethane), titanium tetra-isopropylate. Product: C=1C=CC=2C(C1)=CC=CC2O (naphthol), CN(C(=O)OCC)C1=CC=CC2=CC=CC=C12 (methyl naphthyl urethane). Reaction SMILES: [C:1]1([OH:11])[C:10]2[C:5](=[CH:6][CH:7]=[CH:8][CH:9]=2)[CH:4]=[CH:3][CH:2]=1.[CH3:12][N:13]([CH3:19])[C:14]([O:16][CH2:17][CH3:18])=[O:15]>>[CH:7]1[CH:8]=[CH:9][C:10]2[C:5](=[CH:4][CH:3]=[CH:2][C:1]=2[OH:11])[CH:6]=1.[CH3:12][N:13]([C:19]1[C:10]2[C:5](=[CH:4][CH:3]=[CH:2][CH:1]=2)[CH:6]=[CH:7][CH:8]=1)[C:14]([O:16][CH2:17][CH3:18])=[O:15]. Procedure: At 170° C. and 100 mm Hg, 14 g of alpha-naphthol and 18 g of dimethyl urethane were reacted in the presence of 1.5 g of titanium tetra-isopropylate. In 5 hours a 32% convertion of naphthol was obtained, with total selectivity to methyl naphthyl urethane. The reactants are ClC1=C(OCC2=CC(=CC=C2)OCC2CCN(CC2)C(=O)OC(C)(C)C)C=CC=C1 (1-[(2-chlorophenoxy)methyl]-3-[[N-(tert-butoxycarbonyl)piperidin-4-yl]methoxy]benzene), Cl (HCl). Solvent: C(Cl)Cl (methylene chloride), O1CCOCC1 (dioxane). Run at time 1 hour. Product: Cl.ClC1=C(OCC2=CC(=CC=C2)OCC2CCNCC2)C=CC=C1 (1-[(2-Chlorophenoxy)methyl]-3-[(piperidin-4-yl)methoxy]benzene Hydrochloride). Yield: 199.7%. RXN SMILES: [Cl:1][C:2]1[CH:30]=[CH:29][CH:28]=[CH:27][C:3]=1[O:4][CH2:5][C:6]1[CH:11]=[CH:10][CH:9]=[C:8]([O:12][CH2:13][CH:14]2[CH2:19][CH2:18][N:17](C(OC(C)(C)C)=O)[CH2:16][CH2:15]2)[CH:7]=1.Cl>C(Cl)Cl.O1CCOCC1>[ClH:1].[Cl:1][C:2]1[CH:30]=[CH:29][CH:28]=[CH:27][C:3]=1[O:4][CH2:5][C:6]1[CH:11]=[CH:10][CH:9]=[C:8]([O:12][CH2:13][CH:14]2[CH2:15][CH2:16][NH:17][CH2:18][CH2:19]2)[CH:7]=1 |f:4.5|. Reported procedure: A solution of 215 mg of 1-[(2-chlorophenoxy)methyl]-3-[[N-(tert-butoxycarbonyl)piperidin-4-yl]methoxy]benzene, as prepared in the preceding step, in methylene chloride (2 mL) was treated with 1.5 mL of 4 N HCl in dioxane. The reaction mixture was stirred at ambient temperature for 1 h, and then concentrated to provide 183 mg of the title compound as a colorless powder after repeated concentrations from diethyl ether/hexane/methanol. 1H-NMR (300 MHz, DMSO-d6) δ 8.51 (br s, 2 H), 7.45 (dd, 1 H, J=... RXN SMILES: [B:27]([Br:28])([Br:29])[Br:30].[Cl:1][c:2]1[c:3]([C:23]([F:24])([F:25])[F:26])[cH:4][c:5]([NH:8][C:9](=[O:10])[CH:11]2[CH2:12][c:13]3[cH:14][c:15]([O:21][CH3:22])[cH:16][cH:17][c:18]3[CH2:19][CH2:20]2)[cH:6][cH:7]1.[Cl:31][CH2:32][Cl:33]>>[Cl:1][c:2]1[c:3]([C:23]([F:24])([F:25])[F:26])[cH:4][c:5]([NH:8][C:9](=[O:10])[CH:11]2[CH2:12][c:13]3[cH:14][c:15]([OH:21])[cH:16][cH:17][c:18]3[CH2:19][CH2:20]2)[cH:6][cH:7]1. Starting materials: BrB(Br)Br, COc1ccc2c(c1)CC(C(=O)Nc1ccc(Cl)c(C(F)(F)F)c1)CC2, ClCCl. Product: O=C(Nc1ccc(Cl)c(C(F)(F)F)c1)C1CCc2ccc(O)cc2C1.